describe an organic reaction: reactants, conditions, products, and yield From a dataset of the Open Reaction Database (ORD), a public repository of structured organic reaction records. Reactants: C(C)(C)(C)OC(=O)N[C@@H](CC=1N=CSC1)C(=O)N[C@H]([C@H](C[C@H](C(=O)NCC(C)C)C)O)CC1CCCCC1 ((2R, 4S, 5S)-5-[N-(t-butoxycarbonyl)-3-(4-thiazolyl)-L-alanyl]amino-6-cyclohexyl-4-hydroxy-N-isobutyl-2-methylhexanamide), C(C1=CC=CC=C1)[C@@H](C(=O)O)CC(=O)N(C)CC1=CC=CC=C1 (2(R)-benzyl-3-(N-benzyl-N-methylaminocarbonyl)propionic acid). The product is C(C1=CC=CC=C1)[C@@H](C(=O)N[C@@H](CC=1N=CSC1)C(=O)N[C@H]([C@H](C[C@H](C(=O)NCC(C)C)C)O)CC1CCCCC1)CC(=O)N(C)CC1=CC=CC=C1 ((2R, 4S, 5S)-5-{N-[2(R)-Benzyl-3-(N-benzyl-N-methylaminocarbonyl)propionyl]-3-(4-thiazolyl)-L-alanyl}amino-6-cyclohexyl-4-hydroxy-N-isobutyl-2-methylhexanamide). The yield is 53.3%. RXN SMILES: C(O[C:6]([NH:8][C@H:9]([C:16]([NH:18][C@@H:19]([CH2:32][CH:33]1[CH2:38][CH2:37][CH2:36][CH2:35][CH2:34]1)[C@@H:20]([OH:31])[CH2:21][C@@H:22]([CH3:30])[C:23]([NH:25][CH2:26][CH:27]([CH3:29])[CH3:28])=[O:24])=[O:17])[CH2:10][C:11]1[N:12]=[CH:13][S:14][CH:15]=1)=[O:7])(C)(C)C.[CH2:39]([C@H:46]([CH2:50][C:51]([N:53]([CH2:55][C:56]1[CH:61]=[CH:60][CH:59]=[CH:58][CH:57]=1)[CH3:54])=[O:52])C(O)=O)[C:40]1[CH:45]=[CH:44][CH:43]=[CH:42][CH:41]=1>>[CH2:39]([C@H:46]([CH2:50][C:51]([N:53]([CH2:55][C:56]1[CH:61]=[CH:60][CH:59]=[CH:58][CH:57]=1)[CH3:54])=[O:52])[C:6]([NH:8][C@H:9]([C:16]([NH:18][C@@H:19]([CH2:32][CH:33]1[CH2:38][CH2:37][CH2:36][CH2:35][CH2:34]1)[C@@H:20]([OH:31])[CH2:21][C@@H:22]([CH3:30])[C:23]([NH:25][CH2:26][CH:27]([CH3:28])[CH3:29])=[O:24])=[O:17])[CH2:10][C:11]1[N:12]=[CH:13][S:14][CH:15]=1)=[O:7])[C:40]1[CH:41]=[CH:42][CH:43]=[CH:44][CH:45]=1. Reported procedure: The procedure described in Example 6(b) was repeated, but using 300 mg (0.543 mmole) of (2R, 4S, 5S)-5-[N-(t-butoxycarbonyl)-3-(4-thiazolyl)-L-alanyl]amino-6-cyclohexyl-4-hydroxy-N-isobutyl-2-methylhexanamide [prepared as described in Example 17(a)] and 170 mg (0.543 mmole) of 2(R)-benzyl-3-(N-benzyl-N-methylaminocarbonyl)propionic acid, to afford 216 mg of the title compound as a colorless powder, melting at 118°-120° C. Starting materials: O.ON1N=NC2=C1C=CC=C2 (1-hydroxybenzotriazole hydrate), C(C)OC([C@@H](N)CC1=CC=C(C=C1)O)=O (L-Tyrosine ethyl ester), C(C1=CC=CC=C1)(=O)O (Benzoic acid), CN1CCOCC1 (N-methylmorpholine), CN(CCCN=C=NCC)C (1-(3-dimethylaminopropyl)-3-ethylcarbodiimide). The solvent is CN(C)C=O (DMF). Conditions: time 3 day. Product: C(C)OC([C@H](CC1=CC=C(C=C1)O)NC(C1=CC=CC=C1)=O)=O ((S)-ethyl-2-benzoylamino-3-(4hydroxyphenyl)propionate). As a reaction SMILES: [CH2:1]([O:3][C:4](=[O:15])[C@H:5]([CH2:7][C:8]1[CH:13]=[CH:12][C:11]([OH:14])=[CH:10][CH:9]=1)[NH2:6])[CH3:2].[C:16](O)(=[O:23])[C:17]1[CH:22]=[CH:21][CH:20]=[CH:19][CH:18]=1.CN1CCOCC1.O.ON1C2C=CC=CC=2N=N1.CN(C)CCCN=C=NCC>CN(C=O)C>[CH2:1]([O:3][C:4](=[O:15])[C@@H:5]([NH:6][C:16](=[O:23])[C:17]1[CH:22]=[CH:21][CH:20]=[CH:19][CH:18]=1)[CH2:7][C:8]1[CH:9]=[CH:10][C:11]([OH:14])=[CH:12][CH:13]=1)[CH3:2] |f:3.4|. Procedure details: L-Tyrosine ethyl ester (0.28 g, 1.35 mmol) was dissolved in DMF (9 mL). Benzoic acid (1 eq, 1.35 mmol, 0.17 g) was added, followed by N-methylmorpholine (3 eq, 4.06 mmol, 0.45 mL), 1-hydroxybenzotriazole hydrate (1.2 eq, 1.62 mmol, 0.22 g), and 1-(3-dimethylaminopropyl)-3-ethylcarbodiimide (1.2 eq, 1.62 mmol, 0.31 g). The yellow solution was allowed to stir at room temperature under nitrogen for three days. The DMF was then removed by rotary evaporation and the resulting residue partitioned betw... Starting materials: [H-].[H-].[H-].[H-].[Li+].[Al+3] (LiAlH4), [H-].[H-].[H-].[H-].[Li+].[Al+3] (LiAlH4), CC1=NN=C2N1C1=C(C=C2)N(C(=C1)C)CC=1C=C(C(=O)OC)C=CC1 (methyl 3-[(1,7-dimethyl-6H-pyrrolo[2,3-e][1,2,4]triazolo[4,3-a]pyridin-6-yl)methyl]benzoate). Run in C1CCOC1 (THF), C1CCOC1 (THF), C1CCOC1 (THF). Reaction conditions: temperature 0 celsius, time 20 minute. Product: CC1=NN=C2N1C1=C(C=C2)N(C(=C1)C)CC=1C=C(C=CC1)CO ({3-[(1,7-dimethyl-6H-pyrrolo[2,3-e][1,2,4]triazolo[4,3-a]pyridin-6-yl)methyl]phenyl}methanol). Reaction SMILES: [CH3:1][C:2]1[N:6]2[C:7]3[CH:13]=[C:12]([CH3:14])[N:11]([CH2:15][C:16]4[CH:17]=[C:18]([CH:23]=[CH:24][CH:25]=4)[C:19](OC)=[O:20])[C:8]=3[CH:9]=[CH:10][C:5]2=[N:4][N:3]=1.[H-].[H-].[H-].[H-].[Li+].[Al+3]>C1COCC1>[CH3:1][C:2]1[N:6]2[C:7]3[CH:13]=[C:12]([CH3:14])[N:11]([CH2:15][C:16]4[CH:17]=[C:18]([CH2:19][OH:20])[CH:23]=[CH:24][CH:25]=4)[C:8]=3[CH:9]=[CH:10][C:5]2=[N:4][N:3]=1 |f:1.2.3.4.5.6|. Procedure: To a suspension of methyl 3-[(1,7-dimethyl-6H-pyrrolo[2,3-e][1,2,4]triazolo[4,3-a]pyridin-6-yl)methyl]benzoate (0.96 g, 2.7 mmol, prepared as in Example 26, Step 1) in THF (90 mL) at 0° C. was added dropwise a solution of 1.0 M LiAlH4 in THF (4.0 mL, 4.0 mmol, Aldrich). After 20 minutes, additional 1.0 M LiAlH4 in THF (1.3 mL, 1.3 mmol) was added. After 20 additional minutes, the reaction was quenched by the dropwise addition of water. The reaction was cooled to 0° C. and excess Rochelle's salt ... The reactants are C1C(C2=CC=CC=C2)O1 (styrene oxide), C(C)(C)N (isopropylamine). Solvent: CO (methanol). Product: C(C)(C)NCC(O)C1=CC=CC=C1 (2-isopropylamino-1-phenyl-1-ethanol). Isolated yield 49.6%. Reaction SMILES: [CH2:1]1[O:9][CH:2]1[C:3]1[CH:8]=[CH:7][CH:6]=[CH:5][CH:4]=1.[CH:10]([NH2:13])([CH3:12])[CH3:11]>CO>[CH:10]([NH:13][CH2:1][CH:2]([C:3]1[CH:8]=[CH:7][CH:6]=[CH:5][CH:4]=1)[OH:9])([CH3:12])[CH3:11]. Reported procedure: A mixture of 120 g (1 mole) styrene oxide and 59 g (1 mole) of isopropylamine are heated under reflux for 5 hours in 400 ml of methanol. The mixture is dry evaporated and the residue is dissolved in 500 ml of water. The desired free base which has precipitated is filtered and the solution is washed with 100 ml of hexane. The base is recrystallized from hexane, and the crystals are filtered and washed with 50 ml hexane and then dried. 89 g (yield=49%) of 2-isopropylamino-1-phenyl-1-ethanol are ob...